Dataset: the Open Reaction Database (ORD), a public repository of structured organic reaction records. Task: describe an organic reaction: reactants, conditions, products, and yield The reactants are [OH-].[K+] (potassium hydroxide), ClC1(C(CC1C1=CC=C(C=C1)OC)(F)F)Cl (2,2-dichloro-1,1-difluoro-3-(p-methoxyphenyl)cyclobutane). Run in C(C)O (ethanol). Yields the product ClC=1C(CC1C1=CC=C(C=C1)OC)(F)F (2-Chloro-1,1-difluoro-3-(p-methoxyphenyl)-2-cyclobutene). The yield is 96.0%. Reaction SMILES: [OH-].[K+].[Cl:3][C:4]1(Cl)[CH:7]([C:8]2[CH:13]=[CH:12][C:11]([O:14][CH3:15])=[CH:10][CH:9]=2)[CH2:6][C:5]1([F:17])[F:16]>C(O)C>[Cl:3][C:4]1[C:5]([F:16])([F:17])[CH2:6][C:7]=1[C:8]1[CH:9]=[CH:10][C:11]([O:14][CH3:15])=[CH:12][CH:13]=1 |f:0.1|. Procedure details: To a solution of 3.2 g. (0.049 mole) of 85% potassium hydroxide in 60 ml. of absolute ethanol there is added 10.7 g. (0.04 mole) of 2,2-dichloro-1,1-difluoro-3-(p-methoxyphenyl)cyclobutane. The mixture is heated at reflux for 1 hr. and then cooled to room temperature. Precipitated potassium chloride is removed by filtration and the filtrate concentrated to about 20 ml. About 70 ml. of water is added and the mixture is extracted with three 50 ml. portions of ether. The extract is washed (water 70...